Dataset: the Open Reaction Database (ORD), a public repository of structured organic reaction records. Task: describe an organic reaction: reactants, conditions, products, and yield Starting materials: [H][H] (hydrogen), C (charcoal), Cl.C(C1=CC=CC=C1)N1CCC(CC1)(O)C1=C2C=CNC2=CC=C1 (1-benzyl-4-[1H-indol-4-yl]-4-piperidinol hydrochloride). Run in CO (methanol). Product: Cl.N1C=CC2=C(C=CC=C12)C1(CCNCC1)O (4-(1H-indol-4-yl)-4-piperidinol hydrochloride). The yield is 78.2%. RXN SMILES: [ClH:1].C([N:9]1[CH2:14][CH2:13][C:12]([C:16]2[CH:24]=[CH:23][CH:22]=[C:21]3[C:17]=2[CH:18]=[CH:19][NH:20]3)([OH:15])[CH2:11][CH2:10]1)C1C=CC=CC=1.[H][H].C>CO>[ClH:1].[NH:20]1[C:21]2[C:17](=[C:16]([C:12]3([OH:15])[CH2:11][CH2:10][NH:9][CH2:14][CH2:13]3)[CH:24]=[CH:23][CH:22]=2)[CH:18]=[CH:19]1 |f:0.1,5.6|. Procedure details: A mixture of 13.7 g of the hydrochloride of Example 2 in 600 ml of methanol was subjected to hydrogen at 40° C. in the presence of 4.7 g of palladized charcoal and the mixture was then filtered. The filtrate was evaporated to dryness under reduced pressure at 40° C. and the residue was triturated in ether, filtered and dried at 20° to 25° C. under reduced pressure to obtain 7.9 g of 4-(1H-indol-4-yl)-4-piperidinol hydrochloride melting at 270° C. The reactants are OCc1[nH]ccc1Cc1ccccc1, CN(C)c1ccncc1, CC(C)C(C(=O)O)c1cc2cc(C(F)(F)F)ccc2s1, CN(C)C=O, O, O=S(Cl)Cl, c1ccccc1. The product is CC(C)C(C(=O)OCc1[nH]ccc1Cc1ccccc1)c1cc2cc(C(F)(F)F)ccc2s1. Reaction SMILES: [CH2:30]([c:31]1[cH:32][cH:33][cH:34][cH:35][cH:36]1)[c:37]1[c:38]([CH2:42][OH:43])[nH:39][cH:40][cH:41]1.[CH3:50][N:51]([CH3:52])[c:53]1[cH:54][cH:55][n:56][cH:57][cH:58]1.[F:1][C:2]([c:3]1[cH:4][cH:5][c:6]2[c:7]([cH:8][c:9]([CH:11]([C:12](=[O:13])[OH:14])[CH:15]([CH3:16])[CH3:17])[s:10]2)[cH:18]1)([F:19])[F:20].[O:25]=[CH:26][N:27]([CH3:28])[CH3:29].[OH2:59].[S:21]([Cl:22])([Cl:23])=[O:24].[cH:44]1[cH:45][cH:46][cH:47][cH:48][cH:49]1>>[F:1][C:2]([c:3]1[cH:4][cH:5][c:6]2[c:7]([cH:8][c:9]([CH:11]([C:12](=[O:13])[O:14][CH2:42][c:38]3[c:37]([CH2:30][c:31]4[cH:32][cH:33][cH:34][cH:35][cH:36]4)[cH:41][cH:40][nH:39]3)[CH:15]([CH3:16])[CH3:17])[s:10]2)[cH:18]1)([F:19])[F:20]. Starting materials: N1=CC=C(C=C1)C=1C=C(C=O)C=CC1 (3-pyridin-4-yl-benzaldehyde), C(C)(C)(C)OC(NC1CCC(CC1)N)=O ((4-amino-cyclohexyl)-carbamic acid tert-butyl ester), C(=O)([O-])[O-].[Na+].[Na+] (Na2CO3), [BH4-].[Na+] (NaBH4). Run in CO (methanol). Reaction conditions: time 30 minute. The product is C(C)(C)(C)OC(NC1CCC(CC1)NCC1=CC(=CC=C1)C1=CC=NC=C1)=O ([4-(3-pyridine-4-yl-benzylamino)-cyclohexyl]-carbamic acid tert-butyl ester). Yield: 94.8%. RXN SMILES: [N:1]1[CH:6]=[CH:5][C:4]([C:7]2[CH:8]=[C:9]([CH:12]=[CH:13][CH:14]=2)[CH:10]=O)=[CH:3][CH:2]=1.[C:15]([O:19][C:20](=[O:29])[NH:21][CH:22]1[CH2:27][CH2:26][CH:25]([NH2:28])[CH2:24][CH2:23]1)([CH3:18])([CH3:17])[CH3:16].[BH4-].[Na+].C([O-])([O-])=O.[Na+].[Na+]>CO>[C:15]([O:19][C:20](=[O:29])[NH:21][CH:22]1[CH2:23][CH2:24][CH:25]([NH:28][CH2:10][C:9]2[CH:12]=[CH:13][CH:14]=[C:7]([C:4]3[CH:5]=[CH:6][N:1]=[CH:2][CH:3]=3)[CH:8]=2)[CH2:26][CH2:27]1)([CH3:18])([CH3:16])[CH3:17] |f:2.3,4.5.6|. Procedure: To a solution of 3-pyridinyl benzaldehyde (10) (205 mg, 1.1 mmol) in methanol (20 ml) was added NT-Boc-1,4-diaminocyclohexane (6) (300 mg, 1.4 mmol), and the mixture was stirred at room temperature for 30 min. To this solution was added NaBH4 (0.5 g, 13.2 mmol) in portions at 0° C., and the reaction mixture was stirred at room temperature overnight. The reaction was worked up by addition of saturated aqueous Na2CO3 (2 ml), and the mixture was then extracted with chloroform (3×6 ml). The combined... Starting materials: F, COC1C(O[Si](O[Si](O)(C(C)C)C(C)C)(C(C)C)C(C)C)C(COS(N)(=O)=O)OC1n1cnc2c(NC3CCc4ccccc43)ncnc21, c1ccncc1. Yields the product COC1C(O)C(COS(N)(=O)=O)OC1n1cnc2c(NC3CCc4ccccc43)ncnc21. Reaction SMILES: [FH:50].[S:1]([NH2:2])([O:3][CH2:4][CH:5]1[O:6][CH:7]([n:29]2[c:30]3[n:31][cH:32][n:33][c:34]([NH:38][CH:39]4[CH2:40][CH2:41][c:42]5[cH:43][cH:44][cH:45][cH:46][c:47]54)[c:35]3[n:36][cH:37]2)[CH:8]([O:27][CH3:28])[CH:9]1[O:10][Si:11]([CH:12]([CH3:13])[CH3:14])([CH:15]([CH3:16])[CH3:17])[O:18][Si:19]([OH:20])([CH:21]([CH3:22])[CH3:23])[CH:24]([CH3:25])[CH3:26])(=[O:48])=[O:49].[cH:51]1[cH:52][cH:53][n:54][cH:55][cH:56]1>>[S:1]([NH2:2])([O:3][CH2:4][CH:5]1[O:6][CH:7]([n:29]2[c:30]3[n:31][cH:32][n:33][c:34]([NH:38][CH:39]4[CH2:40][CH2:41][c:42]5[cH:43][cH:44][cH:45][cH:46][c:47]54)[c:35]3[n:36][cH:37]2)[CH:8]([O:27][CH3:28])[CH:9]1[OH:10])(=[O:48])=[O:49]. The reactants are CC1=NC(=NN1C(C(=O)O)C)C(F)(F)F (2-[5-methyl-3-(trifluoromethyl)-1,2,4-triazol-1-yl]propanoic acid), ClC1=CC=C(C=C1)N1N=CC=2NCCCC21 (1-(4-chlorophenyl)-4,5,6,7-tetrahydro-1H-pyrazolo[4,3-b]pyridine), CCN(C(C)C)C(C)C (Hunig's base), 2-(1H-7-azabenzotriazol-1-yl)-1,1,3,3-tetramethyl uranium hexafluorophosphate methanaminium. Solvent: CN(C)C=O (DMF). Reaction conditions: time 1 hour. Yields the product ClC1=CC=C(C=C1)N1N=CC=2N(CCCC21)C(C(C)N2N=C(N=C2C)C(F)(F)F)=O (1-[1-(4-chlorophenyl)-6,7-dihydro-5H-pyrazolo[4,3-b]pyridin-4-yl]-2-[5-methyl-3-(trifluoromethyl)-1,2,4-triazol-1-yl]propan-1-one). Isolated yield 30.0%. RXN SMILES: [CH3:1][C:2]1[N:6]([CH:7]([CH3:11])[C:8]([OH:10])=O)[N:5]=[C:4]([C:12]([F:15])([F:14])[F:13])[N:3]=1.[Cl:16][C:17]1[CH:22]=[CH:21][C:20]([N:23]2[C:31]3[CH2:30][CH2:29][CH2:28][NH:27][C:26]=3[CH:25]=[N:24]2)=[CH:19][CH:18]=1.CCN(C(C)C)C(C)C>CN(C=O)C>[Cl:16][C:17]1[CH:18]=[CH:19][C:20]([N:23]2[C:31]3[CH2:30][CH2:29][CH2:28][N:27]([C:8](=[O:10])[CH:7]([N:6]4[C:2]([CH3:1])=[N:3][C:4]([C:12]([F:15])([F:14])[F:13])=[N:5]4)[CH3:11])[C:26]=3[CH:25]=[N:24]2)=[CH:21][CH:22]=1. Procedure details: To a mixture of 2-[5-methyl-3-(trifluoromethyl)-1,2,4-triazol-1-yl]propanoic acid (0.048 g, 0.21 mmol) and 1-(4-chlorophenyl)-4,5,6,7-tetrahydro-1H-pyrazolo[4,3-b]pyridine (0.050 g, 0.21 mmol) in DMF (1 mL) were added Hunig's base (0.055 g, 0.42 mmol) and 2-(1H-7-azabenzotriazol-1-yl)-1,1,3,3-tetramethyl uranium hexafluorophosphate methanaminium (HATU) (0.090 g, 0.23 mmol). The mixture was stirred at room temperature for 1 hour, and then partitioned between water (4 mL) and ethyl acetate (6 mL).... Starting materials: CCOC(C)=O, CS(C)=O, [Cl-], Cn1nncc1-c1cc(COC2CCCN(CC#CCCl)C2c2ccccc2)cc(C(F)(F)F)c1, [N-]=[N+]=[N-], [NH4+], [Na+]. Product: Cn1nncc1-c1cc(COC2CCCN(CC#CCN=[N+]=[N-])C2c2ccccc2)cc(C(F)(F)F)c1. As a reaction SMILES: [CH3:42][CH2:43][O:44][C:45](=[O:46])[CH3:47].[CH3:48][S:49](=[O:50])[CH3:51].[Cl-:40].[Cl:1][CH2:2][C:3]#[C:4][CH2:5][N:6]1[CH:7]([c:30]2[cH:31][cH:32][cH:33][cH:34][cH:35]2)[CH:8]([O:12][CH2:13][c:14]2[cH:15][c:16](-[c:24]3[cH:25][n:26][n:27][n:28]3[CH3:29])[cH:17][c:18]([C:20]([F:21])([F:22])[F:23])[cH:19]2)[CH2:9][CH2:10][CH2:11]1.[N-:37]=[N+:38]=[N-:39].[NH4+:41].[Na+:36]>>[CH2:2]([C:3]#[C:4][CH2:5][N:6]1[CH:7]([c:30]2[cH:31][cH:32][cH:33][cH:34][cH:35]2)[CH:8]([O:12][CH2:13][c:14]2[cH:15][c:16](-[c:24]3[cH:25][n:26][n:27][n:28]3[CH3:29])[cH:17][c:18]([C:20]([F:21])([F:22])[F:23])[cH:19]2)[CH2:9][CH2:10][CH2:11]1)[N:37]=[N+:38]=[N-:39]. Reactants: C1CCC2=CC=CC=C12 (indan), BrCC(=O)Br (bromoacetyl bromide), water ice, product, ice NaOH, [Al+3].[Cl-].[Cl-].[Cl-] (AlCl3), FC(C(=O)O)(F)F (trifluoroacetic acid). Solvent: C(Cl)Cl (methylene chloride), C(C)[SiH](CC)CC (triethylsilane). Conditions: time 2 hour. The product is BrCCC=1C=C2CCCC2=CC1 (5-(2-Bromoethyl)indan). As a reaction SMILES: [CH2:1]1[C:9]2[C:4](=[CH:5][CH:6]=[CH:7][CH:8]=2)[CH2:3][CH2:2]1.[Br:10][CH2:11][C:12](Br)=O.[Al+3].[Cl-].[Cl-].[Cl-].FC(F)(F)C(O)=O>C(Cl)Cl.C([SiH](CC)CC)C>[Br:10][CH2:11][CH2:12][C:6]1[CH:5]=[C:4]2[C:9](=[CH:8][CH:7]=1)[CH2:1][CH2:2][CH2:3]2 |f:2.3.4.5|. Reported procedure: 2 ml (0.016 mol) of indan in 33 ml of methylene chloride and 1.6 ml (0.019 mol) of bromoacetyl bromide are mixed at 0° C. 2.27 g (0.017 mol) of AlCl3 are slowly added and the medium is allowed to return to room temperature and stirred for 2 hours. The mixture is poured into water/ice and extracted with methylene chloride. The organic phase is dried, filtered and the solvent is evaporated off under reduced pressure. The crude reaction product is crystallized from hexane. A white solid is separate... Starting materials: C[Si](C)(C)[N-][Si](C)(C)C.[Li+] (lithium bis(trimethylsilyl)amide), solution, C(C)C1OC(C=2C=NC(=CC21)C(F)(F)F)=O (1-ethyl-6-trifluoromethyl-1H-furo[3,4-c]pyridin-3-one), Cl (HCl), FC=1C=C2CC(NC2=CC1)=O (5-fluoro-1,3-dihydro-indol-2-one). Solvent: C1CCOC1 (THF), C1CCOC1 (THF), C1CCOC1 (THF). Conditions: temperature 0 celsius, time 10 minute. Product: C(C)C1OC(C=2C=NC(=CC21)C(F)(F)F)=C2C(NC1=CC=C(C=C21)F)=O (3-(1-Ethyl-6-trifluoromethyl-1H-furo[3,4-c]pyridin-3-ylidene)-5-fluoro-1,3-dihydro-indol-2-one). Isolated yield 18.7%. RXN SMILES: [F:1][C:2]1[CH:3]=[C:4]2[C:8](=[CH:9][CH:10]=1)[NH:7][C:6](=[O:11])[CH2:5]2.C[Si]([N-][Si](C)(C)C)(C)C.[Li+].[CH2:22]([CH:24]1[C:32]2[CH:31]=[C:30]([C:33]([F:36])([F:35])[F:34])[N:29]=[CH:28][C:27]=2[C:26](=O)[O:25]1)[CH3:23].Cl>C1COCC1>[CH2:22]([CH:24]1[C:32]2[CH:31]=[C:30]([C:33]([F:36])([F:35])[F:34])[N:29]=[CH:28][C:27]=2[C:26](=[C:5]2[C:4]3[C:8](=[CH:9][CH:10]=[C:2]([F:1])[CH:3]=3)[NH:7][C:6]2=[O:11])[O:25]1)[CH3:23] |f:1.2|. Reported procedure: A solution of 5-fluoro-1,3-dihydro-indol-2-one (99 mg, 0.66 mmol.) in THF (2 mL) is cooled to 0° C. under an Argon atmosphere and treated with a solution of lithium bis(trimethylsilyl)amide (1.3 mL of a 1 M solution in THF, 1.3 mmol) dropwise. The resulting solution is stirred at 0° C. for 10 min and warmed to room temperature. A solution of 1-ethyl-6-trifluoromethyl-1H-furo[3,4-c]pyridin-3-one, (100 mg, 0.44 mmol) in THF (2 mL) is added dropwise to the reaction mixture. The resulting solution i... Starting materials: CCN1CC(O)(CO)COc2ccc([N+](=O)[O-])cc21, CCO, [H][H]. The product is CCN1CC(O)(CO)COc2ccc(N)cc21. Reaction SMILES: [CH2:1]([CH3:2])[N:3]1[CH2:4][C:5]([OH:17])([CH2:18][OH:19])[CH2:6][O:7][c:8]2[c:9]1[cH:10][c:11]([N+:14]([O-:15])=[O:16])[cH:12][cH:13]2.[CH3:22][CH2:23][OH:24].[H:20][H:21]>>[CH2:1]([CH3:2])[N:3]1[CH2:4][C:5]([OH:17])([CH2:18][OH:19])[CH2:6][O:7][c:8]2[c:9]1[cH:10][c:11]([NH2:14])[cH:12][cH:13]2. Reaction SMILES: C(=O)([O-])[O-].[K+].[K+].Cl.Cl.[CH3:9][C:10]1[N:11]=[CH:12][NH:13][C:14]=1[CH2:15][S:16][CH2:17][CH2:18][NH2:19].[CH3:20][N:21]=[C:22]=[S:23]>O>[CH3:20][NH:21][C:22]([NH:19][CH2:18][CH2:17][S:16][CH2:15][C:14]1[NH:13][CH:12]=[N:11][C:10]=1[CH3:9])=[S:23] |f:0.1.2,3.4.5|. Yields the product CNC(=S)NCCSCC1=C(N=CN1)C (N-methyl-N'-[2-((4-methyl-5-imidazolyl)methylthio)ethyl]thiourea). The reactants are C([O-])([O-])=O.[K+].[K+] (Potassium carbonate), Cl.Cl.CC=1N=CNC1CSCCN (4-methyl-5-[(2-aminoethyl)thiomethyl]imidazole dihydrochloride), CN=C=S (methyl isothiocyanate). Procedure details: (i) Potassium carbonate (7.75 g.) was added to a solution of 4-methyl-5-[(2-aminoethyl)thiomethyl]imidazole dihydrochloride (14.6 g.) in water (120 ml.). The solution was stirred at room temperature for 15 minutes and methyl isothiocyanate (5.15 g.) was added. After heating under reflux for 30 minutes, the solution was slowly cooled to 5°. The product (13.1 g.) was collected and recrystallised from water to give N-methyl-N'-[2-((4-methyl-5-imidazolyl)methylthio)ethyl]thiourea, m.p. 150°-152°. The solvent is O (water). Run at time 15 minute.